This data is from the Open Reaction Database (ORD), a public repository of structured organic reaction records. The task is: describe an organic reaction: reactants, conditions, products, and yield Reactants: C1(=CC=CC=C1)C1(C(C1)C(=O)O)C(=O)O (1-phenylcyclopropane-1,2-dicarboxylic acid), [N+](=O)(O)[O-] (nitric acid), resultant solution. Solvent: S(O)(O)(=O)=O (sulfuric acid). The product is [N+](=O)([O-])C1=CC=C(C=C1)C1(C(C1)C(=O)O)C(=O)O (1-(p-nitrophenyl)-cyclopropane-1,2-dicarboxylic acid). As a reaction SMILES: [C:1]1([C:7]2([C:13]([OH:15])=[O:14])[CH2:9][CH:8]2[C:10]([OH:12])=[O:11])[CH:6]=[CH:5][CH:4]=[CH:3][CH:2]=1.[N+:16]([O-])([OH:18])=[O:17]>S(=O)(=O)(O)O>[N+:16]([C:4]1[CH:3]=[CH:2][C:1]([C:7]2([C:13]([OH:15])=[O:14])[CH2:9][CH:8]2[C:10]([OH:12])=[O:11])=[CH:6][CH:5]=1)([O-:18])=[O:17]. Procedure: To a stirred slurry of 20.6 g of 1-phenylcyclopropane-1,2-dicarboxylic acid in 25 ml of concentrated sulfuric acid at 0° C. is added 15 ml of concentrated nitric acid over 30 minutes. The resultant solution is then stirred at ambient tmperature for 30 minutes and then poured onto ice. The crystalline product is recrystallized from hexane-ethyl acetate to give 1-(p-nitrophenyl)-cyclopropane-1,2-dicarboxylic acid as colorless crystals, m.p. 138°-144° C.